Dataset: the Open Reaction Database (ORD), a public repository of structured organic reaction records. Task: describe an organic reaction: reactants, conditions, products, and yield Starting materials: C1(CCCCC1)CC(=O)O (cyclohexaneacetic acid), Cl.C(C)N=C=NCCCN(C)C (1-ethyl-3-(3-dimethylaminopropyl)carbodiimide hydrochloride), C([O-])([O-])=O.[K+].[K+] (potassium carbonate), FC(C(=O)O)(F)F.C1(=CC=C(C=C1)NC1CCNCC1)C (4-(p-tolyl)aminopiperidine trifluoroacetate), BrCCC1=C(C=CC=C1)[N+](=O)[O-] ((2-bromoethyl)-2-nitrobenzene). Reagents/catalysts: [C].[Pd] (palladium carbon), CN(C1=CC=NC=C1)C (4-dimethylaminopyridine). Solvent: C(C)(=O)O (acetic acid), CN(C=O)C (N,N-dimethylformamide), C(C)(=O)OCC (ethyl acetate), ClCCl (Dichloromethane), CN(C=O)C (N,N-dimethylformamide). Reaction conditions: temperature 80 celsius. The product is C1(=CC=C(C=C1)NC1CCN(CC1)CCC1=C(C=CC=C1)NC(CC1CCCCC1)=O)C (N-[2-[2-[4-(p-Toluidino)piperidin-1-yl]ethyl]phenyl]cyclohexylacetamide). The yield is 41.7%. As a reaction SMILES: FC(F)(F)C(O)=O.[C:8]1([CH3:21])[CH:13]=[CH:12][C:11]([NH:14][CH:15]2[CH2:20][CH2:19][NH:18][CH2:17][CH2:16]2)=[CH:10][CH:9]=1.Br[CH2:23][CH2:24][C:25]1[CH:30]=[CH:29][CH:28]=[CH:27][C:26]=1[N+:31]([O-])=O.C(=O)([O-])[O-].[K+].[K+].[CH:40]1([CH2:46][C:47](O)=[O:48])[CH2:45][CH2:44][CH2:43][CH2:42][CH2:41]1.Cl.C(N=C=NCCCN(C)C)C>CN(C)C=O.C(O)(=O)C.CN(C)C1C=CN=CC=1.[C].[Pd].C(OCC)(=O)C.ClCCl>[C:8]1([CH3:21])[CH:9]=[CH:10][C:11]([NH:14][CH:15]2[CH2:20][CH2:19][N:18]([CH2:23][CH2:24][C:25]3[CH:30]=[CH:29][CH:28]=[CH:27][C:26]=3[NH:31][C:47](=[O:48])[CH2:46][CH:40]3[CH2:45][CH2:44][CH2:43][CH2:42][CH2:41]3)[CH2:17][CH2:16]2)=[CH:12][CH:13]=1 |f:0.1,3.4.5,7.8,12.13|. Procedure: To a solution of 4-(p-tolyl)aminopiperidine trifluoroacetate (2.21 g) and (2-bromoethyl)-2-nitrobenzene (3.01 g) dissolved in N,N-dimethylformamide (20 mL) was added potassium carbonate (2.92 g). The solution was stirred under heating at 80° C. for 2 hours. Dichloromethane was added to the reaction solution and the insolubles were filtered off, and the solvent was distilled off under reduced pressure. The resulting residue was purified by chromatography [silica gel, dichloromethane-methanol-aque... Starting materials: COC=1C=C2CC(CNC2=C(C1)N)N(C)C (1,2,3,4-tetrahydro-6methoxy-N3,N3 -dimethyl- 3,8-quinolinediamine), NC=1C=CC=C2CC(CNC12)NC(OC(C)(C)C)=O (t-butyl (8-amino-1,2,3,4-tetrahydro-3-quinolyl)carbamate). The product is CN(C1CN2C3=C(C=C(C=C3C1)OC)NC2=O)C (5-(Dimethylamino)-5,6-dihydro-8-methoxy-4H-imidazo(4,5,1-ij)quinoline-2(1H)-one). As a reaction SMILES: [CH3:1][O:2][C:3]1[CH:4]=[C:5]2[C:10](=[C:11]([NH2:13])[CH:12]=1)[NH:9][CH2:8][CH:7]([N:14]([CH3:16])[CH3:15])[CH2:6]2.NC1C=CC=C2C=1NCC(N[C:29](=O)[O:30]C(C)(C)C)C2>>[CH3:16][N:14]([CH3:15])[CH:7]1[CH2:6][C:5]2[C:10]3=[C:11]([NH:13][C:29](=[O:30])[N:9]3[CH2:8]1)[CH:12]=[C:3]([O:2][CH3:1])[CH:4]=2. Procedure details: This compound was prepared by following the procedure of Example 44 part B, but substituting, 1,2,3,4-tetrahydro-6methoxy-N3,N3 -dimethyl- 3,8-quinolinediamine for t-butyl (8-amino-1,2,3,4-tetrahydro-3-quinolyl)carbamate.